Dataset: the Open Reaction Database (ORD), a public repository of structured organic reaction records. Task: describe an organic reaction: reactants, conditions, products, and yield Reactants: Cl.N[C@@H](CCSC)C(=O)OC (L-methionine, methyl ester hydrochloride), ON1N=NC2=C(C1=O)C=CC=C2 (3-hydroxy-1,2,3-benzotriazin-4(3H)-one), CN(CCCN=C=NCC)C (1-(3-dimethylaminopropyl)-3-ethylcarbodiimide), CN1CCOCC1 (N-methylmorpholine), COC(C1=C(C=C(C=C1)COCC1COCC1)C1=CC=CC=C1)=O (4-(3-tetrahydrofurylmethyloxymethyl)-2-phenylbenzoic acid methyl ester). The solvent is O (H2O), [Li+].[OH-].CO (LiOH methanol), C(C)(=O)OCC (ethyl acetate), C(C)(=O)OCC.CCCCCC (ethyl acetate hexane). Reaction conditions: time 60 hour. The product is COC([C@@H](N)CC(SC)C(C1=C(C(=CC=C1)COCC1COCC1)C1=CC=CC=C1)=O)=O (4-(3-tetrahydrofurylmethyloxymethyl-2-phenylbenzoyl]methionine methyl ester). Isolated yield 32.7%. As a reaction SMILES: COC(=O)[C:4]1[CH:9]=[CH:8][C:7]([CH2:10][O:11][CH2:12][CH:13]2[CH2:17][CH2:16][O:15][CH2:14]2)=[CH:6][C:5]=1[C:18]1C=CC=CC=1.Cl.[NH2:26][C@H:27]([C:32]([O:34][CH3:35])=[O:33])[CH2:28][CH2:29][S:30][CH3:31].ON1C(=O)[C:41]2[CH:44]=[CH:45][CH:46]=[CH:47][C:40]=2N=N1.CN(C)CCCN=C=NCC.CN1CC[O:63]CC1>[Li+].[OH-].CO.C(OCC)(=O)C.C(OCC)(=O)C.CCCCCC.O>[CH3:35][O:34][C:32](=[O:33])[C@H:27]([CH2:28][CH:29]([C:18](=[O:63])[C:5]1[CH:4]=[CH:9][CH:8]=[C:7]([CH2:10][O:11][CH2:12][CH:13]2[CH2:17][CH2:16][O:15][CH2:14]2)[C:6]=1[C:40]1[CH:47]=[CH:46][CH:45]=[CH:44][CH:41]=1)[S:30][CH3:31])[NH2:26] |f:1.2,6.7.8,10.11|. Procedure details: A solution of the product of Example 287B (0.406 g, 1.15 mmol) in saturated LiOH-methanol (6 mL) was heated to reflux for 15 hours. The reaction mixture was cooled to ambient temperature and treated with H2O. The mixture was extracted with ether (3×). The ether extracts were discarded and the aqueous phase was made acidic with 3 M HCl. The mixture was extracted with ether (4×), and the organic extracts were dried (Na2SO4) and concentrated under reduced pressure. The resulting amber oil was disso... Starting materials: [Na] (sodium), ClC=1C=C(C=CC1)NN (m-chlorophenylhydrazine), C(C=CC1=CC=CC=C1)#N (cinnamonitrile). The solvent is C(C)O (ethanol). Run at time 5 minute. The product is NC1=NN(C(C1)C1=CC=CC=C1)C1=CC(=CC=C1)Cl (3-Amino-1-(m-chlorophenyl)-5-phenyl-2-pyrazoline). Reaction SMILES: [Na].[Cl:2][C:3]1[CH:4]=[C:5]([NH:9][NH2:10])[CH:6]=[CH:7][CH:8]=1.[C:11](#[N:20])[CH:12]=[CH:13][C:14]1[CH:19]=[CH:18][CH:17]=[CH:16][CH:15]=1>C(O)C>[NH2:20][C:11]1[CH2:12][CH:13]([C:14]2[CH:19]=[CH:18][CH:17]=[CH:16][CH:15]=2)[N:9]([C:5]2[CH:6]=[CH:7][CH:8]=[C:3]([Cl:2])[CH:4]=2)[N:10]=1 |^1:0|. Procedure: A 0.6 g. amount of sodium metal is dissolved in 100 ml. of absolute ethanol, then 14.76 g. of m-chlorophenylhydrazine is added followed in 5 minutes by 12.92 g. of cinnamonitrile. The reaction mixture is refluxed for 6 hours, then cooled in an ice-bath. The precipitate formed is collected by filtration, then is dissolved in dichloromethane. This solution is passed through a short column of a hydrous magnesium silicate. The effluent is heated to reflux on a steam bath and hexane is added until a ... Starting materials: CC1C2=CC=CC=C2C=2C=CC=CC12 (9-Methylfluorene), ClN1C(CCC1=O)=O (N-chlorosuccinimide), Cl (HCl). The solvent is C(C)#N (acetonitrile). Reaction conditions: time 8 hour. Product: ClC1=CC=2C(C3=CC(=CC=C3C2C=C1)Cl)C (2,7-dichloro-9-methylfluorene). Isolated yield 41.0%. Reaction SMILES: [CH3:1][CH:2]1[C:14]2[CH:13]=[CH:12][CH:11]=[CH:10][C:9]=2[C:8]2[C:3]1=[CH:4][CH:5]=[CH:6][CH:7]=2.[Cl:15]N1C(=O)CCC1=O.[ClH:23]>C(#N)C>[Cl:23][C:5]1[CH:6]=[CH:7][C:8]2[C:9]3[C:14](=[CH:13][C:12]([Cl:15])=[CH:11][CH:10]=3)[CH:2]([CH3:1])[C:3]=2[CH:4]=1. Procedure: 9-Methylfluorene (43.6 g, 0.24 mol) and N-chlorosuccinimide (64.5 g, 0.48 mol) were suspended in 25 mL of acetonitrile and cooled in an ice-water bath. Then 20 mL of concentrated HCl was added dropwise and the solution was stirred at room temperature overnight. The precipitate was filtered and dried. Recrystallization from EtOH and water gave 24 g (41%) of 2,7-dichloro-9-methylfluorene as white crystals, mp 110°-112° C. FT IR: 3425, 1450, 1407, 1273, 1167, 1070, 851,818 cm-1 ; H1NMR (CDCl3, 300 ... Starting materials: C(C)(C)(CC)C1=CC(=C(C=C1)O)Cl (4-t-amyl-2-chlorophenol), [OH-].[Na+] (sodium hydroxide), Cl (hydrochloric acid), BrC(C(=O)OCC)CCCCCC (ethyl 2-bromooctanoate). Run in C1(=CC=CC=C1)C (toluene), O (water), O (water). Run at temperature 80 celsius, time 1 hour. Product: C(C)(C)(CC)C1=CC(=C(OC(C(=O)O)CCCCCC)C=C1)Cl (2-(4-t-Amyl-2-Chlorophenoxy)Octanoic Acid). RXN SMILES: [C:1]([C:6]1[CH:11]=[CH:10][C:9]([OH:12])=[C:8]([Cl:13])[CH:7]=1)([CH2:4][CH3:5])([CH3:3])[CH3:2].[OH-].[Na+].Br[CH:17]([CH2:23][CH2:24][CH2:25][CH2:26][CH2:27][CH3:28])[C:18]([O:20]CC)=[O:19].Cl>O.C1(C)C=CC=CC=1>[C:1]([C:6]1[CH:11]=[CH:10][C:9]([O:12][CH:17]([CH2:23][CH2:24][CH2:25][CH2:26][CH2:27][CH3:28])[C:18]([OH:20])=[O:19])=[C:8]([Cl:13])[CH:7]=1)([CH2:4][CH3:5])([CH3:2])[CH3:3] |f:1.2|. Procedure details: A mixture of 37.2 g of 4-t-amyl-2-chlorophenol, 200 ml of toluene, and 20.4 g of sodium hydroxide was heated to 80° C., and 40.3 g of ethyl 2-bromooctanoate was added dropwise thereto over a period of one hour, followed by reacting the mixture at that temperature for 3 hours. After cooling the mixture with water, 300 ml of water was added thereto, and 40 ml of concentrated hydrochloric acid was dropwise added. The organic layer was separated, washed twice with water, dried over magnesium sulfate... Starting materials: N[C@H]1C[C@H](N(C1)C(=O)OC(C)(C)C)C(=O)N1[C@@H](CCC1)C#N ((S)-1-((2S,4S)-4-amino-1-tert-butoxycarbonyl-2-pyrrolidinylcarbonyl)-2-cyanopyrrolidine), Cl.O1CCOCC1 (hydrochloric acid 1,4-dioxane). Yields the product Cl.Cl.N[C@H]1C[C@H](NC1)C(=O)N1[C@@H](CCC1)C#N ((S)-1-((2S,4S)-4-amino-2-pyrrolidinylcarbonyl)-2-cyanopyrrolidine dihydrochloride). RXN SMILES: [NH2:1][C@@H:2]1[CH2:6][N:5](C(OC(C)(C)C)=O)[C@H:4]([C:14]([N:16]2[CH2:20][CH2:19][CH2:18][C@H:17]2[C:21]#[N:22])=[O:15])[CH2:3]1.[ClH:23].O1CCOCC1>>[ClH:23].[ClH:23].[NH2:1][C@@H:2]1[CH2:6][NH:5][C@H:4]([C:14]([N:16]2[CH2:20][CH2:19][CH2:18][C@H:17]2[C:21]#[N:22])=[O:15])[CH2:3]1 |f:1.2,3.4.5|. Reported procedure: (S)-1-((2S,4S)-4-Amino-1-tert-butoxycarbonyl-2-pyrrolidinylcarbonyl)-2-cyanopyrrolidine (title compound of Reference Example 3, 308 mg) was dissolved in 4 mol/L hydrochloric acid-1,4-dioxane (1.25 mL), and the mixture was stirred at room temperature for 27 hr. The solvent was evaporated under reduced pressure and tetrahydrofuran was added thereto. The precipitated solid was collected by filtration to give the title compound (214 mg). The reactants are C(=O)(OCC1=CC=CC=C1)N1[C@H](C(=O)NC(=CC2=CC=CC=C2)C(=O)O)CCC1 (N-carbobenzoxy-L-prolyl-dehydrophenylalanine), N-carbobenzoxy-L-prolyl-dehydrophenylalanine azlactone, Br.CC(=O)O (HBr HOAc), CCOCC (ether). The product is Br.N1[C@H](C(=O)NC(=CC2=CC=CC=C2)C(=O)O)CCC1 (L-prolyl-dehydrophenylalanine hydrobromide). The yield is 74.0%. RXN SMILES: C([N:11]1[CH2:29][CH2:28][CH2:27][C@H:12]1[C:13]([NH:15][C:16]([C:24]([OH:26])=[O:25])=[CH:17][C:18]1[CH:23]=[CH:22][CH:21]=[CH:20][CH:19]=1)=[O:14])(OCC1C=CC=CC=1)=O.CCOCC.[BrH:35].CC(O)=O>>[BrH:35].[NH:11]1[CH2:29][CH2:28][CH2:27][C@H:12]1[C:13]([NH:15][C:16]([C:24]([OH:26])=[O:25])=[CH:17][C:18]1[CH:23]=[CH:22][CH:21]=[CH:20][CH:19]=1)=[O:14] |f:2.3,4.5|. Reported procedure: A solution of 0.5 g (0.00125 mole) of N-carbobenzoxy-L-prolyl-dehydrophenylalanine in 3 ml of 32% HBr/HOAc was treated as N-carbobenzoxy-L-prolyl-dehydrophenylalanine azlactone was treated in Example 7(a) except that the ether precipitated product was allowed to stand two days at room temperature before filtration and crystallization from methanol/ethyl acetate to yield 0.313 g (74%) of L-prolyl-dehydrophenylalanine hydrobromide, m.p. 227°-228.5° (dec.), RfoA 0.45. Reaction SMILES: [Br:13][CH2:14][CH2:15][CH2:16][O:17][N:18]1[C:19](=[O:28])[c:20]2[cH:21][cH:22][cH:23][cH:24][c:25]2[C:26]1=[O:27].[C:29](=[O:30])([O-:31])[O-:32].[CH3:1][O:2][C:3]([c:4]1[c:5]([OH:11])[cH:6][c:7]([OH:10])[cH:8][cH:9]1)=[O:12].[CH3:35][C:36](=[O:37])[CH3:38].[Cs+:33].[Cs+:34]>>[CH3:1][O:2][C:3]([c:4]1[c:5]([OH:11])[cH:6][c:7]([O:10][CH2:14][CH2:15][CH2:16][O:17][N:18]2[C:19](=[O:28])[c:20]3[cH:21][cH:22][cH:23][cH:24][c:25]3[C:26]2=[O:27])[cH:8][cH:9]1)=[O:12]. Yields the product COC(=O)c1ccc(OCCCON2C(=O)c3ccccc3C2=O)cc1O. The reactants are O=C1c2ccccc2C(=O)N1OCCCBr, O=C([O-])[O-], COC(=O)c1ccc(O)cc1O, CC(C)=O, [Cs+], [Cs+].